From a dataset of the Open Reaction Database (ORD), a public repository of structured organic reaction records. describe an organic reaction: reactants, conditions, products, and yield The product is OC(CCCCCOCc1ccccc1)c1cccc(OCc2ccc3ccccc3n2)c1. As a reaction SMILES: [C:35](=[O:36])([O-:37])[O-:38].[CH2:13]([c:14]1[cH:15][cH:16][cH:17][cH:18][cH:19]1)[O:20][CH2:21][CH2:22][CH2:23][CH2:24][CH2:25][CH:26]([OH:27])[c:28]1[cH:29][c:30]([OH:34])[cH:31][cH:32][cH:33]1.[CH3:43][C:44](=[O:45])[CH3:46].[Cl:1][CH2:2][c:3]1[n:4][c:5]2[cH:6][cH:7][cH:8][cH:9][c:10]2[cH:11][cH:12]1.[I-:42].[K+:39].[K+:40].[K+:41]>>[CH2:2]([c:3]1[n:4][c:5]2[cH:6][cH:7][cH:8][cH:9][c:10]2[cH:11][cH:12]1)[O:34][c:30]1[cH:29][c:28]([CH:26]([CH2:25][CH2:24][CH2:23][CH2:22][CH2:21][O:20][CH2:13][c:14]2[cH:15][cH:16][cH:17][cH:18][cH:19]2)[OH:27])[cH:33][cH:32][cH:31]1. Starting materials: O=C([O-])[O-], Oc1cccc(C(O)CCCCCOCc2ccccc2)c1, CC(C)=O, ClCc1ccc2ccccc2n1, [I-], [K+], [K+], [K+].